Dataset: the Open Reaction Database (ORD), a public repository of structured organic reaction records. Task: describe an organic reaction: reactants, conditions, products, and yield Reactants: CC[N+](CC)(CC)Cc1ccccc1, COS(=O)(=O)OC, Cc1ccc2c(c1)CCC(=O)N2, [Cl-], [Na+], [OH-]. Product: Cc1ccc2c(c1)CCC(=O)N2C. As a reaction SMILES: [CH2:23]([N+:24]([CH2:25][CH3:26])([CH2:27][CH3:28])[CH2:29][CH3:30])[c:31]1[cH:32][cH:33][cH:34][cH:35][cH:36]1.[CH3:13][O:14][S:15]([O:16][CH3:17])(=[O:18])=[O:19].[CH3:1][c:2]1[cH:3][c:4]2[c:9]([cH:10][cH:11]1)[NH:8][C:7](=[O:12])[CH2:6][CH2:5]2.[Cl-:22].[Na+:21].[OH-:20]>>[CH3:1][c:2]1[cH:3][c:4]2[c:9]([cH:10][cH:11]1)[N:8]([CH3:13])[C:7](=[O:12])[CH2:6][CH2:5]2. Reactants: C1=CCC2CNCC2C1, Cc1ccc(CC(CC(=O)Oc2ccc([N+](=O)[O-])cc2)C(=O)Oc2ccc([N+](=O)[O-])cc2)cc1, CN(C)C=O, O. The product is Cc1ccc(CC(CC(=O)N2CC3CC=CCC3C2)C(=O)Oc2ccc([N+](=O)[O-])cc2)cc1. Reaction SMILES: [CH2:35]1[NH:36][CH2:37][CH:38]2[CH2:39][CH:40]=[CH:41][CH2:42][CH:43]12.[CH3:1][c:2]1[cH:3][cH:4][c:5]([CH2:6][CH:7]([C:8](=[O:9])[O:10][c:11]2[cH:12][cH:13][c:14]([N+:17](=[O:18])[O-:19])[cH:15][cH:16]2)[CH2:20][C:21]([O:23][c:22]2[cH:24][cH:25][c:26]([N+:27]([O-:28])=[O:29])[cH:30][cH:31]2)=[O:32])[cH:33][cH:34]1.[CH3:45][N:46]([CH3:47])[CH:48]=[O:49].[OH2:44]>>[CH3:1][c:2]1[cH:3][cH:4][c:5]([CH2:6][CH:7]([C:8](=[O:9])[O:10][c:11]2[cH:12][cH:13][c:14]([N+:17](=[O:18])[O-:19])[cH:15][cH:16]2)[CH2:20][C:21](=[O:23])[N:36]2[CH2:35][CH:43]3[CH:38]([CH2:37]2)[CH2:39][CH:40]=[CH:41][CH2:42]3)[cH:33][cH:34]1.